Dataset: the Open Reaction Database (ORD), a public repository of structured organic reaction records. Task: describe an organic reaction: reactants, conditions, products, and yield Reactants: [C@]12(C(=O)CC(CC1)C2(C)C)CS(=O)(=O)O ((S)-(+)-camphorsulfonic acid), ClC=1C=C(C=CC1Cl)C1(CNCCC1)CCCO (3-[3-(3,4-Dichlorophenyl)-piperidin-3-yl]-propan-1-ol). The solvent is CC(C)O (iPrOH), CC(C)O (iPrOH). Yields the product CC1([C@@]2(C(CC1CC2)=O)CS(=O)(=O)OCCC[C@@]2(CNCCC2)C2=CC(=C(C=C2)Cl)Cl)C ((R)-3-[3-(3,4-Dichlorophenyl)-piperidin-3-yl]-propan-1-ol(1s)-7,7-dimethyl-2-oxobicyclo[2,2,1]heptane-1-methanesulfonate). The yield is 104.9%. Reaction SMILES: [C@:1]12([CH2:11][S:12]([OH:15])(=[O:14])=[O:13])[C:8]([CH3:10])([CH3:9])[CH:5]([CH2:6][CH2:7]1)[CH2:4][C:2]2=[O:3].[Cl:16][C:17]1[CH:18]=[C:19]([C:24]2([CH2:30][CH2:31][CH2:32]O)[CH2:29][CH2:28][CH2:27][NH:26][CH2:25]2)[CH:20]=[CH:21][C:22]=1[Cl:23]>CC(O)C>[CH3:9][C:8]1([CH3:10])[CH:5]2[CH2:6][CH2:7][C@@:1]1([CH2:11][S:12]([O:15][CH2:32][CH2:31][CH2:30][C@@:24]1([C:19]3[CH:20]=[CH:21][C:22]([Cl:23])=[C:17]([Cl:16])[CH:18]=3)[CH2:29][CH2:28][CH2:27][NH:26][CH2:25]1)(=[O:13])=[O:14])[C:2](=[O:3])[CH2:4]2. Reported procedure: A solution of (S)-(+)-camphorsulfonic acid (10.3 g, 44.41 mmol) in iPrOH (10 mL) was added to a solution of hydroxy piperidine (8) (12.8 g, 44.41 mmol) in iPrOH. The mixture was heated to reflux for 15 minutes. The solvent was removed to give glassy solid 23.4 g, which solid was then recrystallized in iPrOH two times to give white crystals (5.5 g, 23.8%, 95% ee), mp 188-189° C. Starting materials: CCOCC, COC(=O)C(=O)c1ccc(OCCOc2ccc3c(c2)CCCC3)cc1, CCCCCC, CO, [Na+], C1CCOC1, [OH-], O. Yields the product O=C(O)C(=O)c1ccc(OCCOc2ccc3c(c2)CCCC3)cc1. RXN SMILES: [CH2:35]([O:36][CH2:37][CH3:38])[CH3:39].[CH3:1][O:2][C:3]([C:4]([c:5]1[cH:6][cH:7][c:8]([O:11][CH2:12][CH2:13][O:14][c:15]2[cH:16][c:17]3[c:22]([cH:23][cH:24]2)[CH2:21][CH2:20][CH2:19][CH2:18]3)[cH:9][cH:10]1)=[O:25])=[O:26].[CH3:29][CH2:30][CH2:31][CH2:32][CH2:33][CH3:34].[CH3:40][OH:41].[Na+:28].[O:42]1[CH2:43][CH2:44][CH2:45][CH2:46]1.[OH-:27].[OH2:47]>>[O:2]=[C:3]([C:4]([c:5]1[cH:6][cH:7][c:8]([O:11][CH2:12][CH2:13][O:14][c:15]2[cH:16][c:17]3[c:22]([cH:23][cH:24]2)[CH2:21][CH2:20][CH2:19][CH2:18]3)[cH:9][cH:10]1)=[O:25])[OH:26]. The reactants are CC(C)(C)OC(=O)C1CN(Cc2ccc(-c3noc(-c4noc(-c5ccccn5)c4C(F)(F)F)n3)cc2)C1, ClCCl, O=C(O)C(F)(F)F. Yields the product O=C(O)C1CN(Cc2ccc(-c3noc(-c4noc(-c5ccccn5)c4C(F)(F)F)n3)cc2)C1. As a reaction SMILES: [C:1]([CH3:2])([CH3:3])([CH3:4])[O:5][C:6](=[O:7])[CH:8]1[CH2:9][N:10]([CH2:12][c:13]2[cH:14][cH:15][c:16](-[c:19]3[n:20][o:21][c:22](-[c:24]4[n:25][o:26][c:27](-[c:33]5[n:34][cH:35][cH:36][cH:37][cH:38]5)[c:28]4[C:29]([F:30])([F:31])[F:32])[n:23]3)[cH:17][cH:18]2)[CH2:11]1.[Cl:46][CH2:47][Cl:48].[OH:39][C:40]([C:41]([F:42])([F:43])[F:44])=[O:45]>>[O:5]=[C:6]([OH:7])[CH:8]1[CH2:9][N:10]([CH2:12][c:13]2[cH:14][cH:15][c:16](-[c:19]3[n:20][o:21][c:22](-[c:24]4[n:25][o:26][c:27](-[c:33]5[n:34][cH:35][cH:36][cH:37][cH:38]5)[c:28]4[C:29]([F:30])([F:31])[F:32])[n:23]3)[cH:17][cH:18]2)[CH2:11]1.